From a dataset of the Open Reaction Database (ORD), a public repository of structured organic reaction records. describe an organic reaction: reactants, conditions, products, and yield Starting materials: NC1=NC(=CC=2N1N=C(N2)C=2OC=CC2)Cl (5-Amino-7-chloro-2-(2-furyl)[1,2,4]triazolo[1,5-c]pyrimidine), C1CCC2=NCCCN2CC1 (DBU), OC(CN1CCNCC1)(C)C (1-(2-hydroxy-2-methylpropyl)piperazine). Solvent: CS(=O)C (DMSO). Reaction conditions: temperature 140 celsius, time 2 hour. Product: NC1=NC(=CC=2N1N=C(N2)C=2OC=CC2)N2CCN(CC2)CC(C)(C)O (5-Amino-2-(2-furyl)-7-(4-(2-hydroxy-2-methylpropyl)piperazinyl)[1,2,4]triazolo[1,5-c]pyrimidine). The yield is 33.0%. Reaction SMILES: [NH2:1][C:2]1[N:7]2[N:8]=[C:9]([C:11]3[O:12][CH:13]=[CH:14][CH:15]=3)[N:10]=[C:6]2[CH:5]=[C:4](Cl)[N:3]=1.C1CCN2C(=NCCC2)CC1.[OH:28][C:29]([CH3:38])([CH3:37])[CH2:30][N:31]1[CH2:36][CH2:35][NH:34][CH2:33][CH2:32]1>CS(C)=O>[NH2:1][C:2]1[N:7]2[N:8]=[C:9]([C:11]3[O:12][CH:13]=[CH:14][CH:15]=3)[N:10]=[C:6]2[CH:5]=[C:4]([N:34]2[CH2:35][CH2:36][N:31]([CH2:30][C:29]([OH:28])([CH3:37])[CH3:38])[CH2:32][CH2:33]2)[N:3]=1. Reported procedure: Into 7 mL of DMSO, 500 mg (2.12 mmol) of Compound E was dissolved, and then 0.95 mL (6.36 mmol) of DBU and 1.50 g (9.50 mmol) of 1-(2-hydroxy-2-methylpropyl)piperazine were added thereto, followed by stirring at 140° C. for about 2 hours. After completion of the reaction, the reaction mixture was extracted by adding chloroform and water, and the organic layer was washed with water and brine, and then dried over anhydrous magnesium sulfate. After evaporation of the solvent, the resulting residue ... Reactants: Nc1cccc(Br)c1, CC#N, NS(=O)(=O)N=C(Oc1ccccc1)Oc1ccccc1. RXN SMILES: [Br:21][c:22]1[cH:23][c:24]([NH2:25])[cH:26][cH:27][cH:28]1.[CH3:29][C:30]#[N:31].[S:1]([NH2:2])(=[O:3])(=[O:4])[N:5]=[C:6]([O:7][c:8]1[cH:9][cH:10][cH:11][cH:12][cH:13]1)[O:14][c:15]1[cH:16][cH:17][cH:18][cH:19][cH:20]1>>[S:1]([NH2:2])(=[O:3])(=[O:4])[N:5]=[C:6]([O:14][c:15]1[cH:16][cH:17][cH:18][cH:19][cH:20]1)[NH:25][c:24]1[cH:23][c:22]([Br:21])[cH:28][cH:27][cH:26]1. Yields the product NS(=O)(=O)N=C(Nc1cccc(Br)c1)Oc1ccccc1. Starting materials: O1COC2=C1C=CC(=C2)[C@@H]2CC[C@H](CC2)N2CCNCC2 (trans 1-[4-(1,3-benzodioxol-5-yl)-1-cyclohexyl]piperazine), COC=1C=C(CCl)C=CC1 (3-methoxybenzyl chloride). Yields the product O1COC2=C1C=CC(=C2)[C@@H]2CC[C@H](CC2)N2CCN(CC2)CC2=CC(=CC=C2)OC (Trans 1-[4-(1,3-benzodioxol-5-yl)-1-cyclohexyl]-4-[(3-methoxyphenyl)methyl]piperazine), product. Isolated yield 67.0%. Reaction SMILES: [O:1]1[C:5]2[CH:6]=[CH:7][C:8]([C@H:10]3[CH2:15][CH2:14][C@H:13]([N:16]4[CH2:21][CH2:20][NH:19][CH2:18][CH2:17]4)[CH2:12][CH2:11]3)=[CH:9][C:4]=2[O:3][CH2:2]1.[CH3:22][O:23][C:24]1[CH:25]=[C:26]([CH:29]=[CH:30][CH:31]=1)[CH2:27]Cl>>[O:1]1[C:5]2[CH:6]=[CH:7][C:8]([C@H:10]3[CH2:15][CH2:14][C@H:13]([N:16]4[CH2:21][CH2:20][N:19]([CH2:27][C:26]5[CH:29]=[CH:30][CH:31]=[C:24]([O:23][CH3:22])[CH:25]=5)[CH2:18][CH2:17]4)[CH2:12][CH2:11]3)=[CH:9][C:4]=2[O:3][CH2:2]1. Reported procedure: The title compound was prepared from trans 1-[4-(1,3-benzodioxol-5-yl)-1-cyclohexyl]piperazine and 3-methoxybenzyl chloride by the method described in example 15 to give the product (67%, mp: 93°-96° C.). Calc'd for C25H32N2O3 : C, 73.50%; H, 7.90%; N, 6.86%. Found: C, 73.23%; H, 7.92%; N, 6.99%. The reactants are C(#N)C=1C=C(C=CC1O)C1=CC=C(S1)C(=O)OC (Methyl 5-(3-cyano-4-hydroxyphenyl)thiophene-2-carboxylate), ClN1C(CCC1=O)=O (N-chlorosuccinimide). Run in C(C)#N (acetonitrile). The product is ClC=1C=C(SC1C1=CC(=C(C=C1)O)C#N)C(=O)OC (methyl 4-chloro-5-(3-cyano-4-hydroxyphenyl)thiophene-2-carboxylate). As a reaction SMILES: [C:1]([C:3]1[CH:4]=[C:5]([C:10]2[S:14][C:13]([C:15]([O:17][CH3:18])=[O:16])=[CH:12][CH:11]=2)[CH:6]=[CH:7][C:8]=1[OH:9])#[N:2].[Cl:19]N1C(=O)CCC1=O>C(#N)C>[Cl:19][C:11]1[CH:12]=[C:13]([C:15]([O:17][CH3:18])=[O:16])[S:14][C:10]=1[C:5]1[CH:6]=[CH:7][C:8]([OH:9])=[C:3]([C:1]#[N:2])[CH:4]=1. Reported procedure: Methyl 5-(3-cyano-4-hydroxyphenyl)thiophene-2-carboxylate and N-chlorosuccinimide were stirred at room temperature in acetonitrile to obtain methyl 4-chloro-5-(3-cyano-4-hydroxyphenyl)thiophene-2-carboxylate. ESN: 292. The reactants are BrCC1=C(C=CC(=C1F)F)F (2-(bromomethyl)-1,3,4-trifluorobenzene), OC1=NC=CC(=C1)C (2-hydroxy-4-methylpyridine). Reagents/catalysts: C([O-])([O-])=O.[Ag+2] (silver carbonate). Solvent: C1CCOC1 (THF). Product: CC1=CC(=NC=C1)OCC1=C(C(=CC=C1F)F)F (4-Methyl-2-[(2,3,6-trifluorobenzyl)oxy]pyridine). The yield is 15.5%. Reaction SMILES: Br[CH2:2][C:3]1[C:8]([F:9])=[C:7]([F:10])[CH:6]=[CH:5][C:4]=1[F:11].[OH:12][C:13]1[CH:18]=[C:17]([CH3:19])[CH:16]=[CH:15][N:14]=1>C1COCC1.C(=O)([O-])[O-].[Ag+2]>[CH3:19][C:17]1[CH:16]=[CH:15][N:14]=[C:13]([O:12][CH2:2][C:3]2[C:4]([F:11])=[CH:5][CH:6]=[C:7]([F:10])[C:8]=2[F:9])[CH:18]=1 |f:3.4|. Procedure: A mixture of 8.32 g (36.96 mmol) of 2-(bromomethyl)-1,3,4-trifluorobenzene and 4.84 g (44.35 mmol) of 2-hydroxy-4-methylpyridine [CAS No.: 13466-41-6] was dissolved in 227 ml of THF. The solution was admixed with 12.23 g (44.35 mmol) of silver carbonate and the mixture was heated to reflux with exclusion of light overnight. Subsequently, the reaction mixture was filtered through kieselguhr and washed with ethyl acetate, and the filtrate was concentrated. The crude product was purified by means o... The reactants are CC(C)[Si](Oc1ccc(Br)c(C(C)(C)C)c1)(C(C)C)C(C)C, CCCCC, CCOCC, CCOC(=O)Cl. Product: CCOC(=O)c1ccc(O[Si](C(C)C)(C(C)C)C(C)C)cc1C(C)(C)C. RXN SMILES: [Br:1][c:2]1[c:3]([C:19]([CH3:20])([CH3:21])[CH3:22])[cH:4][c:5]([O:6][Si:7]([CH:8]([CH3:9])[CH3:10])([CH:11]([CH3:12])[CH3:13])[CH:14]([CH3:15])[CH3:16])[cH:17][cH:18]1.[CH3:23][CH2:24][CH2:25][CH2:26][CH3:27].[CH3:34][CH2:35][O:36][CH2:37][CH3:38].[Cl:28][C:29](=[O:30])[O:31][CH2:32][CH3:33]>>[c:2]1([C:29](=[O:30])[O:31][CH2:32][CH3:33])[c:3]([C:19]([CH3:20])([CH3:21])[CH3:22])[cH:4][c:5]([O:6][Si:7]([CH:8]([CH3:9])[CH3:10])([CH:11]([CH3:12])[CH3:13])[CH:14]([CH3:15])[CH3:16])[cH:17][cH:18]1. Reactants: ClC1=C(C(=O)N(C)OC)C=CC(=N1)Cl (2,6-Dichloro-N-methoxy-N-methyl-nicotinamide), COC1=C(C=CC=C1)[Li] (2-methoxyphenyl lithium). The solvent is O1CCCC1 (tetrahydrofuran). Conditions: temperature -78 celsius, time 45 minute. Yields the product ClC1=NC(=CC=C1C(=O)C1=C(C=CC=C1)OC)Cl ((2,6-Dichloro-pyridin-3-yl)-(2-methoxy-phenyl)-methanone), solid. Yield: 52.0%. RXN SMILES: [Cl:1][C:2]1[N:13]=[C:12]([Cl:14])[CH:11]=[CH:10][C:3]=1[C:4](N(OC)C)=[O:5].[CH3:15][O:16][C:17]1[CH:22]=[CH:21][CH:20]=[CH:19][C:18]=1[Li]>O1CCCC1>[Cl:1][C:2]1[C:3]([C:4]([C:18]2[CH:19]=[CH:20][CH:21]=[CH:22][C:17]=2[O:16][CH3:15])=[O:5])=[CH:10][CH:11]=[C:12]([Cl:14])[N:13]=1. Procedure details: To a solution of 2,6-Dichloro-N-methoxy-N-methyl-nicotinamide (503.3 mg, 2.141 mmol, Example 1) in anhydrous tetrahydrofuran (8 mL) was added a solution of freshly prepared 2-methoxyphenyl lithium (3-5 equiv, from above) and the reaction was stirred at −78° C. for 30-60 mins until the complete consumption of starting material. The resulting mixture was quenched with aqueous ammonium chloride solution, extracted with ethyl acetate, washed with saturated sodium chloride, dried over sodium sulfate ...